This data is from the Open Reaction Database (ORD), a public repository of structured organic reaction records. The task is: describe an organic reaction: reactants, conditions, products, and yield Reactants: C1(=CC=CC=C1)C(C(=O)N1CC2=CC=C(C(=C2CC1C(=O)OCC)O)OC)C1=CC=CC=C1 ((RS)-2-(Diphenylacetyl)-1,2,3,4-tetrahydro-5-hydroxy -6-methoxy-3-isoquinolinecarboxylic acid, ethyl ester), COC1=C(C=C(CCl)C=C1)C (4-methoxy-3-methyl benzyl chloride). Yields the product C1(=CC=CC=C1)C(C(=O)N1CC2=CC=C(C(=C2CC1C(=O)OCC)OCC1=CC(=C(C=C1)OC)C)OC)C1=CC=CC=C1 ((RS)-2-(Diphenylacetyl)-1,2,3,4-tetrahydro-6-methoxy -5-[(4-methoxy-3-methylphenyl)methoxy]-3-isoquinolinecarboxylic acid, ethyl ester). RXN SMILES: [C:1]1([CH:7]([C:28]2[CH:33]=[CH:32][CH:31]=[CH:30][CH:29]=2)[C:8]([N:10]2[CH:19]([C:20]([O:22][CH2:23][CH3:24])=[O:21])[CH2:18][C:17]3[C:12](=[CH:13][CH:14]=[C:15]([O:26][CH3:27])[C:16]=3[OH:25])[CH2:11]2)=[O:9])[CH:6]=[CH:5][CH:4]=[CH:3][CH:2]=1.[CH3:34][O:35][C:36]1[CH:43]=[CH:42][C:39]([CH2:40]Cl)=[CH:38][C:37]=1[CH3:44]>>[C:28]1([CH:7]([C:1]2[CH:2]=[CH:3][CH:4]=[CH:5][CH:6]=2)[C:8]([N:10]2[CH:19]([C:20]([O:22][CH2:23][CH3:24])=[O:21])[CH2:18][C:17]3[C:12](=[CH:13][CH:14]=[C:15]([O:26][CH3:27])[C:16]=3[O:25][CH2:40][C:39]3[CH:42]=[CH:43][C:36]([O:35][CH3:34])=[C:37]([CH3:44])[CH:38]=3)[CH2:11]2)=[O:9])[CH:29]=[CH:30][CH:31]=[CH:32][CH:33]=1. Procedure: This compound is prepared from the phenol derivative of Example 31 and 4-methoxy-3-methyl benzyl chloride by a procedure similar to that in Example 32. The product is purified by silica gel chromatography; tlc (1:1 ethyl-acetate/hexane), one spot, Rf 0.7. Starting materials: IC=1C=C(C[C@@](N)(C(=O)O)C)C=CC1 (3-iodo-α-methyl-D-phenylalanine), S(=O)(Cl)Cl (thionyl chloride), CO (MeOH). Yields the product IC=1C=C(C[C@@](N)(C(=O)OC)C)C=CC1 (Methyl 3-iodo-α-methyl-D-phenylalaninate). As a reaction SMILES: [I:1][C:2]1[CH:3]=[C:4]([CH:12]=[CH:13][CH:14]=1)[CH2:5][C@:6]([CH3:11])([C:8]([OH:10])=[O:9])[NH2:7].S(Cl)(Cl)=O.[CH3:19]O>>[I:1][C:2]1[CH:3]=[C:4]([CH:12]=[CH:13][CH:14]=1)[CH2:5][C@:6]([CH3:11])([C:8]([O:10][CH3:19])=[O:9])[NH2:7]. Procedure details: A solution of 3-iodo-α-methyl-D-phenylalanine (0.9 g) in MeOH (50 ml) was treated with thionyl chloride (3.5 ml) and the mixture was heated to reflux for 3 days. The solvent was removed under reduced pressure and the residue was dissolved in EtOAc and washed with aqueous sodium bicarbonate, brine, dried (MgSO4) and evaporated to dryness to give the title compound (0.73 g) LCMS RT=2.12 min. Starting materials: CC(=O)O, CC(C)(C)O, C1CCOC1, ON=C1CCC(c2ccccc2)CC1. The product is NC1CCC(c2ccccc2)CC1. Reaction SMILES: [C:1]([OH:2])(=[O:3])[CH3:4].[C:24]([OH:25])([CH3:26])([CH3:27])[CH3:28].[O:19]1[CH2:20][CH2:21][CH2:22][CH2:23]1.[c:5]1([CH:11]2[CH2:12][CH2:13][C:14](=[N:17][OH:18])[CH2:15][CH2:16]2)[cH:6][cH:7][cH:8][cH:9][cH:10]1>>[c:5]1([CH:11]2[CH2:12][CH2:13][CH:14]([NH2:17])[CH2:15][CH2:16]2)[cH:6][cH:7][cH:8][cH:9][cH:10]1. Reactants: BrC=1C=NC=2N(C1)N=C(C2)C(=O)N2C(C1=C(CC2)NC=C1)C ((6-Bromo-pyrazolo[1,5-a]pyrimidin-2-yl)-(4-methyl-1,4,6,7-tetrahydro-pyrrolo[3,2-c]pyridin-5-yl)-methanone), N1N=NN=C1 (tetrazole). The product is BrC=1C=NC=2N(C1)N=C(C2)C(=O)N2C(C1=C(CC2)N(C=C1)C1=NN=NN1)C ((6-Bromo-pyrazolo[1,5-a]pyrimidin-2-yl)-[4-methyl-1-(1H-tetrazol-5-yl)-1,4,6,7-tetrahydro-pyrrolo[3,2-c]pyridin-5-yl]-methanone). As a reaction SMILES: [Br:1][C:2]1[CH:3]=[N:4][C:5]2[N:6]([N:8]=[C:9]([C:11]([N:13]3[CH2:18][CH2:17][C:16]4[NH:19][CH:20]=[CH:21][C:15]=4[CH:14]3[CH3:22])=[O:12])[CH:10]=2)[CH:7]=1.[NH:23]1[CH:27]=[N:26][N:25]=[N:24]1>>[Br:1][C:2]1[CH:3]=[N:4][C:5]2[N:6]([N:8]=[C:9]([C:11]([N:13]3[CH2:18][CH2:17][C:16]4[N:19]([C:27]5[NH:26][N:25]=[N:24][N:23]=5)[CH:20]=[CH:21][C:15]=4[CH:14]3[CH3:22])=[O:12])[CH:10]=2)[CH:7]=1. Procedure: (6-Bromo-pyrazolo[1,5-a]pyrimidin-2-yl)-(4-methyl-1,4,6,7-tetrahydro-pyrrolo[3,2-c]pyridin-5-yl)-methanone is reacted with 1H tetrazole under Buchwald reaction conditions to provide the title compound. The reactants are Cl.C1OC=2C=C(OC[C@@H]3CN(CC[C@H]3C3=CC=C(C=C3)[N+](=O)[O-])CCCCC)C=CC2O1 ((+)trans-3-(3,4-methylenedioxyphenoxymethyl)-4-(4-nitrophenyl)-1-pentylpiperidine, hydrochloride). Reagents/catalysts: PdC. Run in C(C)O (ethanol). Product: Cl.NC1=CC=C(C=C1)[C@H]1[C@@H](CN(CC1)CCCCC)COC1=CC2=C(C=C1)OCO2 ((+)trans-4-(4-aminophenyl)-3-(3,4-methylenedioxyphenoxymethyl)-1-pentylpiperidine, hydrochloride). RXN SMILES: [ClH:1].[CH2:2]1[O:32][C:31]2[CH:30]=[CH:29][C:6]([O:7][CH2:8][C@H:9]3[C@H:14]([C:15]4[CH:20]=[CH:19][C:18]([N+:21]([O-])=O)=[CH:17][CH:16]=4)[CH2:13][CH2:12][N:11]([CH2:24][CH2:25][CH2:26][CH2:27][CH3:28])[CH2:10]3)=[CH:5][C:4]=2[O:3]1>C(O)C>[ClH:1].[NH2:21][C:18]1[CH:17]=[CH:16][C:15]([C@@H:14]2[CH2:13][CH2:12][N:11]([CH2:24][CH2:25][CH2:26][CH2:27][CH3:28])[CH2:10][C@H:9]2[CH2:8][O:7][C:6]2[CH:29]=[CH:30][C:31]3[O:32][CH2:2][O:3][C:4]=3[CH:5]=2)=[CH:20][CH:19]=1 |f:0.1,3.4|. Procedure details: Compound (7) (0.39 g) in abs. ethanol (50 ml) was hydrogenated at atm. pressure using 5% PdC (50 mg) as catalyst. The reaction mixture was filtered, evaporated to dryness. Extraction with NaOH(4N)-ether, separation of the etheral layer, drying (MgSO4), followed by evaporation to dryness gave an yellow oil which was purified on a silica gel column and precipitated as a very hygroscopic hydrochloride from acetone-ether. Identified by 1H NMR. Starting materials: [N+](=O)([O-])C1=CC=C(S1)C(=O)OC (methyl 5-nitrothiophene-2-carboxylate). Solvent: CO (MeOH). As a reaction SMILES: [N+:1]([C:4]1[S:8][C:7]([C:9]([O:11][CH3:12])=[O:10])=[CH:6][CH:5]=1)([O-])=O>CO>[NH2:1][C:4]1[S:8][C:7]([C:9]([O:11][CH3:12])=[O:10])=[CH:6][CH:5]=1. Product: NC1=CC=C(S1)C(=O)OC (methyl 5-aminothiophene-2-carboxylate). Reaction conditions: time 6.5 hour. Reported procedure: To a Parr flask was added methyl 5-nitrothiophene-2-carboxylate (5.00 g, 26.71 mmol) and MeOH (100 mL). The solution was purged with a stream of Ar, and 5% platinum on sulfide carbon (2.00 g) was added. The mixture was hydrogenated on a Parr apparatus set at 50 psi for 6.5 hours. The reaction was then filtered through celite and the solvents removed in vacuo to yield methyl 5-aminothiophene-2-carboxylate as an olive green oil. Starting materials: OCC=1OC=CC(C1OCCCCCC(=O)OCC)=O (2-hydroxymethyl-3-(5-carboethoxypentyloxy)-4-pyrone). The reagents and catalysts are [O-2].[O-2].[Mn+4] (manganese dioxide). Run in CC(=O)C (acetone). Conditions: time 3 hour. The product is C(=O)C=1OC=CC(C1OCCCCCC(=O)OCC)=O (2-formyl-3-(5-carboethoxypentyloxy)-4-pyrone). RXN SMILES: [OH:1][CH2:2][C:3]1[O:4][CH:5]=[CH:6][C:7](=[O:20])[C:8]=1[O:9][CH2:10][CH2:11][CH2:12][CH2:13][CH2:14][C:15]([O:17][CH2:18][CH3:19])=[O:16]>CC(C)=O.[O-2].[O-2].[Mn+4]>[CH:2]([C:3]1[O:4][CH:5]=[CH:6][C:7](=[O:20])[C:8]=1[O:9][CH2:10][CH2:11][CH2:12][CH2:13][CH2:14][C:15]([O:17][CH2:18][CH3:19])=[O:16])=[O:1] |f:2.3.4|. Reported procedure: To a solution of 6.35 g (0.022 mole) of 2-hydroxymethyl-3-(5-carboethoxypentyloxy)-4-pyrone in 250 ml of acetone was added 12 g of activated manganese dioxide. The resulting suspension ws stirred for 3 hr, at which time the mixture was filtered and the filtrate evaporated to an oil. The oil was triturated with hexane/ether to give the crystalline aldehyde, 2-formyl-3-(5-carboethoxypentyloxy)-4-pyrone, weighing 4.1 g (65%), m.p. 32-34.5°. The reactants are CC(CNC1=C(C=NC2=CC=CN=C12)[N+](=O)[O-])(O)C (1,1-dimethyl-2-[(3-nitro[1,5]naphthyridin-4-yl)amino]ethanol), [H][H] (hydrogen). Reagents/catalysts: [Pt] (platinum on carbon). Run in C(C)(C)O (isopropanol). Product: CC(CNC1=C(C=NC2=CC=CN=C12)N)(O)C (1,1-dimethyl-2-[(3-amino[1,5]naphthyridin-4-yl)amino]ethanol). As a reaction SMILES: [CH3:1][C:2]([CH3:19])([OH:18])[CH2:3][NH:4][C:5]1[C:14]2[C:9](=[CH:10][CH:11]=[CH:12][N:13]=2)[N:8]=[CH:7][C:6]=1[N+:15]([O-])=O.[H][H]>[Pt].C(O)(C)C>[CH3:1][C:2]([CH3:19])([OH:18])[CH2:3][NH:4][C:5]1[C:14]2[C:9](=[CH:10][CH:11]=[CH:12][N:13]=2)[N:8]=[CH:7][C:6]=1[NH2:15]. Reported procedure: A catalytic amount of 5% platinum on carbon was added to a suspension of 1,1-dimethyl-2-[(3-nitro[1,5]naphthyridin-4-yl)amino]ethanol (7 g, 26 mmol) in isopropanol (300 mL). The mixture was hydrogenated on a Parr apparatus at 50 psi (3.5 Kg/cm2) hydrogen pressure for 3 hours. The reaction mixture was fileted to remove the catalyst. The filtrate was concentrated under vacuum. Toluene was added to the residue and the mixture was concentrated under vacuum to remove all of the alcohol and provide cr... Yields the product ClC=1C=C(C=CC1Cl)C1(CN(CC1)C(C1=CC(=C(C(=C1)OC)OC)OC)=O)CCN1CCC2(C(NCN2C2=CC=CC=C2)=O)CC1 (8-[2-[3-(3,4-dichloro-phenyl)-1-(3,4,5-trimethoxy-benzoyl)-pyrrolidin-3-yl]-ethyl]-1-phenyl-1,3,8-triaza-spiro[4.5]decan-4-one). Procedure details: Prepare by the method of example 3.3 using 2-[3-(3,4-dichloro-phenyl)-1-(3,4,5-trimethoxy-benzoyl)-pyrrolidin-3-yl]-ethyl-methanesulfonate (5 mmol) and 1-phenyl-1,3,8-triaza-spiro[4.5]decan-4-one hydrochloride (7.5 mmol, 1.5 eq.). Chromatograph on silica gel to give the title compound. Starting materials: ClC=1C=C(C=CC1Cl)C1(CN(CC1)C(C1=CC(=C(C(=C1)OC)OC)OC)=O)CCCS(=O)(=O)[O-] (2-[3-(3,4-dichloro-phenyl)-1-(3,4,5-trimethoxy-benzoyl)-pyrrolidin-3-yl]-ethyl-methanesulfonate), Cl.C1(=CC=CC=C1)N1CNC(C12CCNCC2)=O (1-phenyl-1,3,8-triaza-spiro[4.5]decan-4-one hydrochloride). Reaction SMILES: [Cl:1][C:2]1[CH:3]=[C:4]([C:9]2([CH2:28][CH2:29]CS([O-])(=O)=O)[CH2:13][CH2:12][N:11]([C:14](=[O:27])[C:15]3[CH:20]=[C:19]([O:21][CH3:22])[C:18]([O:23][CH3:24])=[C:17]([O:25][CH3:26])[CH:16]=3)[CH2:10]2)[CH:5]=[CH:6][C:7]=1[Cl:8].Cl.[C:36]1([N:42]2[C:46]3([CH2:51][CH2:50][NH:49][CH2:48][CH2:47]3)[C:45](=[O:52])[NH:44][CH2:43]2)[CH:41]=[CH:40][CH:39]=[CH:38][CH:37]=1>>[Cl:1][C:2]1[CH:3]=[C:4]([C:9]2([CH2:28][CH2:29][N:49]3[CH2:48][CH2:47][C:46]4([N:42]([C:36]5[CH:41]=[CH:40][CH:39]=[CH:38][CH:37]=5)[CH2:43][NH:44][C:45]4=[O:52])[CH2:51][CH2:50]3)[CH2:13][CH2:12][N:11]([C:14](=[O:27])[C:15]3[CH:16]=[C:17]([O:25][CH3:26])[C:18]([O:23][CH3:24])=[C:19]([O:21][CH3:22])[CH:20]=3)[CH2:10]2)[CH:5]=[CH:6][C:7]=1[Cl:8] |f:1.2|. The reactants are CS(C)=O, [Cl-], ClCC1CO1, [K+], [NH4+], [OH-], Oc1cccc2[nH]ccc12. Yields the product c1cc(OCC2CO2)c2cc[nH]c2c1. RXN SMILES: [CH3:18][S:19]([CH3:20])=[O:21].[Cl-:22].[Cl:13][CH2:14][CH:15]1[CH2:16][O:17]1.[K+:12].[NH4+:23].[OH-:11].[OH:1][c:2]1[c:3]2[cH:4][cH:5][nH:6][c:7]2[cH:8][cH:9][cH:10]1>>[O:1]([c:2]1[c:3]2[cH:4][cH:5][nH:6][c:7]2[cH:8][cH:9][cH:10]1)[CH2:14][CH:15]1[CH2:16][O:17]1.